From a dataset of the Open Reaction Database (ORD), a public repository of structured organic reaction records. describe an organic reaction: reactants, conditions, products, and yield RXN SMILES: [CH:21](=[O:22])[OH:23].[Cl:1][c:2]1[cH:3][cH:4][n:5][n:6][n:7]1.[Cl:8][c:9]1[n:10][c:11]([N:18]([CH3:19])[CH3:20])[n:12][c:13]([O:15][CH2:16][CH3:17])[n:14]1>>[c:9]1(=[O:22])[n:10][c:11]([N:18]([CH3:19])[CH3:20])[n:12][c:13]([O:15][CH2:16][CH3:17])[nH:14]1. Reactants: O=CO, Clc1ccnnn1, CCOc1nc(Cl)nc(N(C)C)n1. The product is CCOc1nc(N(C)C)nc(=O)[nH]1. Reactants: [H-].[Na+] (NaH), BrCC=CC (1-bromo-2-butene), ice water, C(CC)[C@@H]1CC[C@H](CC1)[C@@H]1CC[C@H](CC1)[C@@H]1CC[C@H](CC1)O (trans-4-(trans-4-(trans-4-propylcyclohexyl)cyclohexyl)cyclohexanol). Run in CN(C)C=O (DMF), CN(C)C=O (DMF), CN(C)C=O (DMF). Yields the product C(C=CC)O[C@@H]1CC[C@H](CC1)[C@@H]1CC[C@H](CC1)[C@@H]1CC[C@H](CC1)CCC (1-(2-butenyloxy)-trans-4-(trans-4-(trans-4-propylcyclohexyl)cyclohexyl)cyclohexane). Yield: 49.9%. RXN SMILES: [CH2:1]([C@H:4]1[CH2:9][CH2:8][C@H:7]([C@H:10]2[CH2:15][CH2:14][C@H:13]([C@H:16]3[CH2:21][CH2:20][C@H:19]([OH:22])[CH2:18][CH2:17]3)[CH2:12][CH2:11]2)[CH2:6][CH2:5]1)[CH2:2][CH3:3].[H-].[Na+].Br[CH2:26][CH:27]=[CH:28][CH3:29]>CN(C=O)C>[CH2:26]([O:22][C@H:19]1[CH2:18][CH2:17][C@H:16]([C@H:13]2[CH2:14][CH2:15][C@H:10]([C@H:7]3[CH2:6][CH2:5][C@H:4]([CH2:1][CH2:2][CH3:3])[CH2:9][CH2:8]3)[CH2:11][CH2:12]2)[CH2:21][CH2:20]1)[CH:27]=[CH:28][CH3:29] |f:1.2|. Procedure details: To a solution of 10.0 g (33.1 mmol) of trans-4-(trans-4-(trans-4-propylcyclohexyl)cyclohexyl)cyclohexanol in 100 ml of DMF was added dropwise, while stirring the solution at room temperature, a suspension of 1.19 g (49.6 mmol) of NaH in 10 ml of DMF. After completion of the dropwise addition, the reaction mixture was stirred for 2 hours and then the temperature of the reaction mixture was gradually allowed to rise up to about 80° C. and a solution of 5.35 g (39.7 mmol) of 1-bromo-2-butene in 20 ...